Dataset: the Open Reaction Database (ORD), a public repository of structured organic reaction records. Task: describe an organic reaction: reactants, conditions, products, and yield Product: CC1=NC=CC(=C1)OC1=CC=C(N)C=C1 (4-(2-Methyl-4-pyridinyloxy)aniline). RXN SMILES: [CH2:1]([O:5][C:6]1[CH:11]=[CH:10][C:9](SC2C=CC(N)=CC=2)=[CH:8][CH:7]=1)[CH2:2][CH2:3][CH3:4].C(OC1C=CC(SC2C=C[C:35]([N+:38]([O-])=O)=[CH:34]C=2)=CC=1)CCC.[NH2:41]C1C=CC=CC=1.FC(F)(F)C1C=C(C=CC=1SC1C=CN=CC=1)N>CCOC(C)=O>[CH3:4][C:3]1[CH:2]=[C:1]([O:5][C:6]2[CH:7]=[CH:8][C:9]([NH2:41])=[CH:10][CH:11]=2)[CH:34]=[CH:35][N:38]=1. Run in CCOC(=O)C (EtOAc). Procedure: 4-(4-Butoxyphenyl)thioaniline: 4-(4-Butoxyphenyl)thio-1-nitrobenzene was reduced to the aniline in a manner analagous to that used in the preparation of 3-(trifluoromethyl)-4-(4-pyridinylthio)aniline (Method B3b, Step 2): TLC (33% EtOAc/77% hexane) Rf 0.38. A16. General Method for Synthesis of Substituted Anilines by the Acylation of Diaminoarenes Reactants: C(CCC)OC1=CC=C(C=C1)SC1=CC=C(N)C=C1 (4-(4-Butoxyphenyl)thioaniline), FC(C=1C=C(N)C=CC1SC1=CC=NC=C1)(F)F (3-(trifluoromethyl)-4-(4-pyridinylthio)aniline), Substituted Anilines, C(CCC)OC1=CC=C(C=C1)SC1=CC=C(C=C1)[N+](=O)[O-] (4-(4-Butoxyphenyl)thio-1-nitrobenzene), NC1=CC=CC=C1 (aniline). The reactants are Cl.C1NCCC=2N(C=3C=CC=CC3C21)CC(=O)OCC (Ethyl (1,2,3,4-tetrahydro-pyrido[4,3-b]indol-5-yl)-acetate hydrochloride), C1(=CC=CC=C1)NN (phenylhydrazine). Product: Cl.ClC=1C=CC=2C3=C(N(C2C1)CC(=O)OCC)CCNC3 (Ethyl (7-chloro-1,2,3,4-tetrahydro-pyrido[4,3-b]indol-5-yl)-acetate hydrochloride). As a reaction SMILES: [ClH:1].[CH2:2]1[C:14]2[C:13]3[CH:12]=[CH:11][CH:10]=[CH:9][C:8]=3[N:7]([CH2:15][C:16]([O:18][CH2:19][CH3:20])=[O:17])[C:6]=2[CH2:5][CH2:4][NH:3]1.C1(NN)C=CC=CC=1>>[ClH:1].[Cl:1][C:10]1[CH:11]=[CH:12][C:13]2[C:14]3[CH2:2][NH:3][CH2:4][CH2:5][C:6]=3[N:7]([CH2:15][C:16]([O:18][CH2:19][CH3:20])=[O:17])[C:8]=2[CH:9]=1 |f:0.1,3.4|. Procedure: The title compound is prepared using a procedure analogous to Intermediate 1, substituting 3-chlorophenylhydrazine for phenylhydrazine in Step 1a). Starting materials: C1=CC=CC=2SCC3=C(C(C21)=O)C=CC=C3 (dibenzo[b,e]thiepin-11(6H)-one), Cl.NO (hydroxylamine hydrochloride), Cl.NO (hydroxylamine hydrochloride). Yields the product C1=CC=CC=2SCC3=C(C(C21)=NO)C=CC=C3 (dibenzo[b,e]thiepin-11(6H)-one-oxime). Run in N1=CC=CC=C1 (pyridine). Procedure: 19.7 G. of dibenzo[b,e]thiepin-11(6H)-one and 14.6 g. of hydroxylamine hydrochloride in 350 ml. of pyridine are stirred under reflux conditions for 16 hours. After the addition of a further 7.3 g. of hydroxylamine hydrochloride, the mixture is stirred for a further 5 hours under reflux conditions. The mixture is evaporated and purified by chromatography over aluminum oxide using chloroform and chloroform/methanol (93:3) for the elution. The purified product is recrystallized from acetone. There ... As a reaction SMILES: [CH:1]1[C:11]2[C:10](=O)[C:9]3[CH:13]=[CH:14][CH:15]=[CH:16][C:8]=3[CH2:7][S:6][C:5]=2[CH:4]=[CH:3][CH:2]=1.Cl.[NH2:18][OH:19]>N1C=CC=CC=1>[CH:1]1[C:11]2[C:10](=[N:18][OH:19])[C:9]3[CH:13]=[CH:14][CH:15]=[CH:16][C:8]=3[CH2:7][S:6][C:5]=2[CH:4]=[CH:3][CH:2]=1 |f:1.2|. Starting materials: S(=O)(Cl)Cl (Thionyl chloride), C1(=CC=CC=C1)CCC(=O)O (3-phenylpropionic acid). The solvent is C(Cl)Cl (DCM). Conditions: time 8 hour. The product is C1(=CC=CC=C1)CCC(=O)Cl (3-Phenylpropionyl chloride). RXN SMILES: S(Cl)([Cl:3])=O.[C:5]1([CH2:11][CH2:12][C:13]([OH:15])=O)[CH:10]=[CH:9][CH:8]=[CH:7][CH:6]=1>C(Cl)Cl>[C:5]1([CH2:11][CH2:12][C:13]([Cl:3])=[O:15])[CH:10]=[CH:9][CH:8]=[CH:7][CH:6]=1. Reported procedure: Thionyl chloride (21.8 mL, 300 mmol) was added to a solution of 3-phenylpropionic acid (15 g, 99.9 mol) in DCM (40 mL) and was stirred overnight. The mixture was concentrated in vacuo to yield intermediate (7a), which was used in the next step without further purification. Reactants: Br, CC1CCC(C(=O)O)CC1, COCCn1c(C)c(C)sc1=N. The product is COCCn1c(C)c(C)sc1=NC(=O)C1CCC(C)CC1. RXN SMILES: [BrH:1].[CH3:14][CH:15]1[CH2:16][CH2:17][CH:18]([C:21](=[O:22])[OH:23])[CH2:19][CH2:20]1.[CH3:2][O:3][CH2:4][CH2:5][n:6]1[c:7](=[NH:13])[s:8][c:9]([CH3:12])[c:10]1[CH3:11]>>[CH3:2][O:3][CH2:4][CH2:5][n:6]1[c:7](=[N:13][C:21]([CH:18]2[CH2:17][CH2:16][CH:15]([CH3:14])[CH2:20][CH2:19]2)=[O:22])[s:8][c:9]([CH3:12])[c:10]1[CH3:11]. The reactants are Nc1cc(F)c(Br)cc1F, CC(=O)[O-], CC(=O)[O-], CC(C)(C)[O-], Cc1c(Cl)ncnc1OC1CCN(C(=O)OC(C)C)CC1, [Na+], C1COCCO1, [Pd+2], CC(C)(C)P(c1cccc(-c2ccccc2)c1)C(C)(C)C. RXN SMILES: [Br:49][c:50]1[cH:51][c:52]([F:58])[c:53]([NH2:57])[cH:54][c:55]1[F:56].[C:65]([O-:66])(=[O:67])[CH3:68].[C:70]([O-:71])(=[O:72])[CH3:73].[CH3:43][C:44]([CH3:45])([O-:46])[CH3:47].[CH:1]([CH3:2])([CH3:3])[O:4][C:5](=[O:6])[N:7]1[CH2:8][CH2:9][CH:10]([O:13][c:14]2[n:15][cH:16][n:17][c:18]([Cl:21])[c:19]2[CH3:20])[CH2:11][CH2:12]1.[Na+:48].[O:59]1[CH2:60][CH2:61][O:62][CH2:63][CH2:64]1.[Pd+2:69].[c:22]1(-[c:23]2[cH:24][cH:25][cH:26][cH:27][cH:28]2)[cH:29][cH:30][cH:31][c:32]([P:33]([C:34]([CH3:35])([CH3:36])[CH3:37])[C:38]([CH3:39])([CH3:40])[CH3:41])[cH:42]1>>[CH:1]([CH3:2])([CH3:3])[O:4][C:5](=[O:6])[N:7]1[CH2:8][CH2:9][CH:10]([O:13][c:14]2[n:15][cH:16][n:17][c:18]([NH:57][c:53]3[c:52]([F:58])[cH:51][c:50]([Br:49])[c:55]([F:56])[cH:54]3)[c:19]2[CH3:20])[CH2:11][CH2:12]1. Yields the product Cc1c(Nc2cc(F)c(Br)cc2F)ncnc1OC1CCN(C(=O)OC(C)C)CC1.